Dataset: the Open Reaction Database (ORD), a public repository of structured organic reaction records. Task: describe an organic reaction: reactants, conditions, products, and yield Reactants: C(C)(C)(C)OC(NC(C(N(C)OC)=O)C1=CC(=C(C=C1)Cl)Cl)=O (rac-[(3,4-dichloro-phenyl)-(methoxy-methyl-carbamoyl)-methyl]-carbamic acid tert-butyl ester), C(C)(C)(C)OC(NC(C(N(C)OC)=O)C1=CC(=C(C=C1)Cl)Cl)=O (rac-[(3,4-dichloro-phenyl)-(methoxy-methyl-carbamoyl)-methyl]-carbamic acid tert-butyl ester), BrC=1C(=NC(=CC1)OC(C)C)C (3-bromo-6-isopropoxy-2-methyl-pyridine), BrC=1C(=NC(=CC1)OC(C)C)C (3-bromo-6-isopropoxy-2-methyl-pyridine). Yields the product C(C)(C)(C)OC(NC(C(=O)C=1C(=NC(=CC1)OC(C)C)C)C1=CC(=C(C=C1)Cl)Cl)=O (1-(3,4-Dichloro-phenyl)-2-(6-isopropoxy-2-methyl-pyridin-3-yl)-2-oxo-ethyl-carbamic acid tert-butyl ester). As a reaction SMILES: [C:1]([O:5][C:6](=[O:23])[NH:7][CH:8]([C:15]1[CH:20]=[CH:19][C:18]([Cl:21])=[C:17]([Cl:22])[CH:16]=1)[C:9](=[O:14])N(OC)C)([CH3:4])([CH3:3])[CH3:2].Br[C:25]1[C:26]([CH3:35])=[N:27][C:28]([O:31][CH:32]([CH3:34])[CH3:33])=[CH:29][CH:30]=1>>[C:1]([O:5][C:6](=[O:23])[NH:7][CH:8]([C:15]1[CH:20]=[CH:19][C:18]([Cl:21])=[C:17]([Cl:22])[CH:16]=1)[C:9]([C:25]1[C:26]([CH3:35])=[N:27][C:28]([O:31][CH:32]([CH3:33])[CH3:34])=[CH:29][CH:30]=1)=[O:14])([CH3:2])([CH3:3])[CH3:4]. Reported procedure: The title compound was prepared from rac-[(3,4-dichloro-phenyl)-(methoxy-methyl-carbamoyl)-methyl]-carbamic acid tert-butyl ester (Intermediate 9) and 3-bromo-6-isopropoxy-2-methyl-pyridine (Intermediate 25) in analogy to Example 1a): MS (ISP): 453.2 and 455.2 (M+H)+.